Dataset: the Open Reaction Database (ORD), a public repository of structured organic reaction records. Task: describe an organic reaction: reactants, conditions, products, and yield Yields the product ClC1=C(C(=O)NC2=CC(=NC=C2)NC=2OC=CN2)C(=CC=C1)Cl (2,6-dichloro-N-(2-(oxazol-2-ylamino)pyridin-4-yl)benzamide). As a reaction SMILES: Br[C:2]1[CH:7]=[C:6]([NH:8][C:9](=[O:18])[C:10]2[C:15]([Cl:16])=[CH:14][CH:13]=[CH:12][C:11]=2[Cl:17])[CH:5]=[CH:4][N:3]=1.[NH2:19][C:20]1[O:21][CH:22]=[CH:23][N:24]=1.CC1(C)C2C(=C(P(C3C=CC=CC=3)C3C=CC=CC=3)C=CC=2)OC2C(P(C3C=CC=CC=3)C3C=CC=CC=3)=CC=CC1=2.C([O-])([O-])=O.[Cs+].[Cs+]>C1C=CC(/C=C/C(/C=C/C2C=CC=CC=2)=O)=CC=1.C1C=CC(/C=C/C(/C=C/C2C=CC=CC=2)=O)=CC=1.C1C=CC(/C=C/C(/C=C/C2C=CC=CC=2)=O)=CC=1.[Pd].[Pd].O1CCOCC1>[Cl:17][C:11]1[CH:12]=[CH:13][CH:14]=[C:15]([Cl:16])[C:10]=1[C:9]([NH:8][C:6]1[CH:5]=[CH:4][N:3]=[C:2]([NH:19][C:20]2[O:21][CH:22]=[CH:23][N:24]=2)[CH:7]=1)=[O:18] |f:3.4.5,6.7.8.9.10|. The reactants are BrC1=NC=CC(=C1)NC(C1=C(C=CC=C1Cl)Cl)=O (N-(2-bromopyridin-4-yl)-2,6-dichlorobenzamide), NC=1OC=CN1 (2-aminooxazole), CC1(C2=C(C(=CC=C2)P(C3=CC=CC=C3)C4=CC=CC=C4)OC5=C(C=CC=C51)P(C6=CC=CC=C6)C7=CC=CC=C7)C (XantPhos), C(=O)([O-])[O-].[Cs+].[Cs+] (Cs2CO3). Run in O1CCOCC1 (dioxane). Reported procedure: To a microwave tube was added N-(2-bromopyridin-4-yl)-2,6-dichlorobenzamide (0.30 g, 0.87 mmol), 2-aminooxazole (0.11 g, 1.0 mmol), Pd2(dba)3 (0.078 g, 0.087 mmol), XantPhos (0.096 g, 0.17 mmol), Cs2CO3 (0.57 g, 1.7 mmol) and dioxane (5 mL). The mixture was degassed with N2 for 10 min. The resulting mixture was irradiated in a microwave reactor at 140° C. for 3 hours and then cooled to room temperature. The mixture was filtered through Celite and concentrated under reduced pressure. The residue ... Yield: 8.6%. The reagents and catalysts are C=1C=CC(=CC1)/C=C/C(=O)/C=C/C2=CC=CC=C2.C=1C=CC(=CC1)/C=C/C(=O)/C=C/C2=CC=CC=C2.C=1C=CC(=CC1)/C=C/C(=O)/C=C/C2=CC=CC=C2.[Pd].[Pd] (Pd2(dba)3). Starting materials: CN(C)C=O, CC(OC1CCCCO1)C1(c2ccc(F)cc2F)CO1, [H-], [Na+], O, c1c[nH]cn1. Yields the product CC(OC1CCCCO1)C(O)(Cn1ccnc1)c1ccc(F)cc1F. As a reaction SMILES: [CH3:29][N:30]([CH3:31])[CH:32]=[O:33].[F:1][c:2]1[c:3]([C:9]2([CH:12]([CH3:13])[O:14][CH:15]3[O:16][CH2:17][CH2:18][CH2:19][CH2:20]3)[O:10][CH2:11]2)[cH:4][cH:5][c:6]([F:8])[cH:7]1.[H-:26].[Na+:27].[OH2:28].[nH:21]1[cH:22][n:23][cH:24][cH:25]1>>[F:1][c:2]1[c:3]([C:9]([OH:10])([CH2:11][n:21]2[cH:22][n:23][cH:24][cH:25]2)[CH:12]([CH3:13])[O:14][CH:15]2[O:16][CH2:17][CH2:18][CH2:19][CH2:20]2)[cH:4][cH:5][c:6]([F:8])[cH:7]1. Starting materials: NC1=C(C=CC(=C1)Cl)S (2-Amino-4-chloro-benzenethiol), Cl.ClCCCN(C)C ((3-chloro-propyl)-dimethyl-amine hydrochloride), O1C(=CC2=C1C=CC=C2)S(=O)(=O)Cl (1-benzofuran-2-sulfonyl chloride). The product is ClC=1C=CC(=C(C1)NS(=O)(=O)C=1OC2=C(C1)C=CC=C2)SCCCN(C)C (N-(5-chloro-2-{[3-(dimethylamino)propyl]thio}phenyl)-1-benzofuran-2-sulfonamide). Reaction SMILES: [NH2:1][C:2]1[CH:7]=[C:6]([Cl:8])[CH:5]=[CH:4][C:3]=1[SH:9].Cl.Cl[CH2:12][CH2:13][CH2:14][N:15]([CH3:17])[CH3:16].[O:18]1[C:22]2[CH:23]=[CH:24][CH:25]=[CH:26][C:21]=2[CH:20]=[C:19]1[S:27](Cl)(=[O:29])=[O:28]>>[Cl:8][C:6]1[CH:5]=[CH:4][C:3]([S:9][CH2:12][CH2:13][CH2:14][N:15]([CH3:17])[CH3:16])=[C:2]([NH:1][S:27]([C:19]2[O:18][C:22]3[CH:23]=[CH:24][CH:25]=[CH:26][C:21]=3[CH:20]=2)(=[O:28])=[O:29])[CH:7]=1 |f:1.2|. Procedure: Following General Procedure A, B, the title compound was prepared from 2-Amino-4-chloro-benzenethiol, (3-chloro-propyl)-dimethyl-amine hydrochloride and 1-benzofuran-2-sulfonyl chloride. Reactants: CSc1ncc2cc(-c3ccc(F)c(NC(=O)Nc4cc(C(C)(C)C)no4)c3)c(=O)n(C)c2n1, CN, Cl, O=C(OO)c1cccc(Cl)c1. RXN SMILES: [C:1]([CH3:2])([CH3:3])([CH3:4])[c:5]1[n:6][o:7][c:8]([NH:10][C:11](=[O:12])[NH:13][c:14]2[c:15]([F:34])[cH:16][cH:17][c:18](-[c:20]3[cH:21][c:22]4[c:23]([n:24][c:25]([S:28][CH3:29])[n:26][cH:27]4)[n:30]([CH3:33])[c:31]3=[O:32])[cH:19]2)[cH:9]1.[CH3:46][NH2:47].[ClH:48].[OH:35][O:36][C:37]([c:38]1[cH:39][c:40]([Cl:41])[cH:42][cH:43][cH:44]1)=[O:45]>>[C:1]([CH3:2])([CH3:3])([CH3:4])[c:5]1[n:6][o:7][c:8]([NH:10][C:11](=[O:12])[NH:13][c:14]2[c:15]([F:34])[cH:16][cH:17][c:18](-[c:20]3[cH:21][c:22]4[c:23]([n:24][c:25]([NH:47][CH3:46])[n:26][cH:27]4)[n:30]([CH3:33])[c:31]3=[O:32])[cH:19]2)[cH:9]1. Yields the product CNc1ncc2cc(-c3ccc(F)c(NC(=O)Nc4cc(C(C)(C)C)no4)c3)c(=O)n(C)c2n1. The reactants are C(C)OC([C@@H](NCCCS(=O)(=O)O)CC1=CC=CC=C1)=O (N-(3-sulfo-propyl)-phenylalanine ethyl ester). The solvent is [OH-].[Na+] (NaOH). Conditions: time 8 hour. The product is C1(=CC=CC=C1)C[C@@H](C(=O)O)NCCCS(=O)(=O)O ((2S)-3-phenyl-2-[(3-sulfopropyl)amino]propanoic acid). The yield is 84.3%. RXN SMILES: C([O:3][C:4](=[O:21])[C@H:5]([CH2:14][C:15]1[CH:20]=[CH:19][CH:18]=[CH:17][CH:16]=1)[NH:6][CH2:7][CH2:8][CH2:9][S:10]([OH:13])(=[O:12])=[O:11])C>[OH-].[Na+]>[C:15]1([CH2:14][C@H:5]([NH:6][CH2:7][CH2:8][CH2:9][S:10]([OH:13])(=[O:11])=[O:12])[C:4]([OH:21])=[O:3])[CH:16]=[CH:17][CH:18]=[CH:19][CH:20]=1 |f:1.2|. Procedure: The N-(3-sulfo-propyl)-phenylalanine ethyl ester (DM-258-069, 860 mg, 2.7 mmol) was dissolved in 2N NaOH (1.2 g of NaOH and 15 mL of water). The reaction was stirred at room temperature overnight. Dowex Marathon C ion exchange resin (strongly acidic) was added to the solution. The suspension was stirred for 15 minutes before the resin was removed by filtration. The filtrate was evaporated under reduced pressure and lyophilized, affording the title compound (654 mg, 84%). 1H NMR (D2O, 500 MHz) δ ... The reactants are CC(C)(C)[Si](C)(C)Cl, ClCCl, OCC(O)c1ccccc1, c1c[nH]cn1. The product is CC(C)(C)[Si](C)(C)OCC(O)c1ccccc1. As a reaction SMILES: [C:11]([CH3:12])([CH3:13])([CH3:14])[Si:15]([CH3:16])([CH3:17])[Cl:18].[Cl:24][CH2:25][Cl:26].[c:1]1([CH:7]([CH2:8][OH:9])[OH:10])[cH:2][cH:3][cH:4][cH:5][cH:6]1.[nH:19]1[cH:20][cH:21][n:22][cH:23]1>>[c:1]1([CH:7]([CH2:8][O:9][Si:15]([C:11]([CH3:12])([CH3:13])[CH3:14])([CH3:16])[CH3:17])[OH:10])[cH:2][cH:3][cH:4][cH:5][cH:6]1. Starting materials: C(#N)C1=CC(=C(C=C1)N=C1NC2(CS1)CCCC2)CC (2-(4-cyano-2-ethylphenylimino)-3-thia-1-azaspiro[4.4]nonane), C1(CCCC1)Br (cyclopentyl bromide). Yields the product C(#N)C1=CC(=C(C=C1)N=C1N(C2(CS1)CCCC2)C2CCCC2)CC (2-(4-cyano-2-ethylphenylimino)-1-cyclopentyl-3-thia-1-azaspiro[4.4]nonane). RXN SMILES: [C:1]([C:3]1[CH:8]=[CH:7][C:6]([N:9]=[C:10]2[S:14][CH2:13][C:12]3([CH2:18][CH2:17][CH2:16][CH2:15]3)[NH:11]2)=[C:5]([CH2:19][CH3:20])[CH:4]=1)#[N:2].[CH:21]1(Br)[CH2:25][CH2:24][CH2:23][CH2:22]1>>[C:1]([C:3]1[CH:8]=[CH:7][C:6]([N:9]=[C:10]2[S:14][CH2:13][C:12]3([CH2:15][CH2:16][CH2:17][CH2:18]3)[N:11]2[CH:21]2[CH2:25][CH2:24][CH2:23][CH2:22]2)=[C:5]([CH2:19][CH3:20])[CH:4]=1)#[N:2]. Reported procedure: 1-Hydroxymethylcyclopentanamine was prepared according to Method B1c. The 2-hydroxyethylamine was converted to 1-chloromethylcyclopentanamine HCl salt according to Method B7e. 1-Chloromethylcyclopentanamine HCl salt was reacted with 4-cyano-2-ethylphenyl isothiocyanate according to Method C1e to give 2-(4-cyano-2-ethylphenylimino)-3-thia-1-azaspiro[4.4]nonane. The thiazolidine was reacted with cyclopentyl bromide according to Method D2b to give 2-(4-cyano-2-ethylphenylimino)-1-cyclopentyl-3-thia... The reactants are COC1=C(C=C(C=C1)C)S(=O)(=O)C=1C=C(C2=C(C=CO2)C1)C(=O)OC (Methyl 5-[(2-methoxy-5-methylphenyl)sulfonyl]-1-benzofuran-7-carboxylate), C1(=CC=CC=C1)S(=O)(=O)C=1C=C(C2=C(CCO2)C1)C(=O)OC (Methyl 5-(phenylsulfonyl)-2,3-dihydro-1-benzofuran-7-carboxylate). Yields the product C1(=CC=CC=C1)S(=O)(=O)C=1C=C(C2=C(C=CO2)C1)C(=O)OC (Methyl 5-(phenylsulfonyl)-1-benzofuran-7-carboxylate). As a reaction SMILES: CO[C:3]1[CH:8]=[CH:7][C:6](C)=[CH:5][C:4]=1[S:10]([C:13]1[CH:14]=[C:15]([C:22]([O:24][CH3:25])=[O:23])[C:16]2[O:20][CH:19]=[CH:18][C:17]=2[CH:21]=1)(=[O:12])=[O:11].C1(S(C2C=C(C(OC)=O)C3OCCC=3C=2)(=O)=O)C=CC=CC=1>>[C:4]1([S:10]([C:13]2[CH:14]=[C:15]([C:22]([O:24][CH3:25])=[O:23])[C:16]3[O:20][CH:19]=[CH:18][C:17]=3[CH:21]=2)(=[O:12])=[O:11])[CH:3]=[CH:8][CH:7]=[CH:6][CH:5]=1. Procedure details: The title compound was prepared according to the procedure of Intermediate 67 starting from methyl 5-(phenylsulfonyl)-2,3-dihydro-1-benzofuran-7-carboxylate (198 mg, 0.6 mmol; obtained in Step 1). Yield: 80 mg (41%) after purification by preparative HPLC (System F; 40-70% MeCN). MS (ESI+) for C16H14O5S m/z 317 (M+H)+.